From a dataset of the Open Reaction Database (ORD), a public repository of structured organic reaction records. describe an organic reaction: reactants, conditions, products, and yield Starting materials: FC=1C=C(C=CC1[N+](=O)[O-])O (3-fluoro-4-nitrophenol), O1CCCC1 (tetrahydrofuran). Reagents/catalysts: [C].[Pd] (palladium carbon). Solvent: C(C)O (ethanol). Conditions: time 4.5 hour. Product: NC1=C(C=C(C=C1)O)F (4-Amino-3-fluorophenol). Isolated yield 99.5%. As a reaction SMILES: [F:1][C:2]1[CH:3]=[C:4]([OH:11])[CH:5]=[CH:6][C:7]=1[N+:8]([O-])=O.O1CCCC1>C(O)C.[C].[Pd]>[NH2:8][C:7]1[CH:6]=[CH:5][C:4]([OH:11])=[CH:3][C:2]=1[F:1] |f:3.4|. Procedure details: To a solution of 3-fluoro-4-nitrophenol (20 g) in ethanol (200 ml)-tetrahydrofuran (125 ml) was added 10% palladium carbon (6.0 g), followed by stirring under a hydrogen atmosphere at room temperature for 4.5 hrs. The mixture was filtered to remove the catalyst, which was washed with ethanol. The filtrate was concentrated under a reduced pressure to provide the titled compound (16.1 g, 100%) as a pale yellow solid. Starting materials: Cc1c(OCc2ccccc2)c(=O)c(CC(F)(F)F)cn1C, CO, [H][H]. Product: Cc1c(O)c(=O)c(CC(F)(F)F)cn1C. As a reaction SMILES: [CH2:1]([c:2]1[cH:3][cH:4][cH:5][cH:6][cH:7]1)[O:8][c:9]1[c:10]([CH3:22])[n:11]([CH3:21])[cH:12][c:13]([CH2:16][C:17]([F:18])([F:19])[F:20])[c:14]1=[O:15].[CH3:25][OH:26].[H:23][H:24]>>[OH:8][c:9]1[c:10]([CH3:22])[n:11]([CH3:21])[cH:12][c:13]([CH2:16][C:17]([F:18])([F:19])[F:20])[c:14]1=[O:15]. Starting materials: [Si](C)(C)(C(C)(C)C)OCC=1N=CN2C1SC=C2C=2C[C@H]1N(C2C(=O)OCC2=CC=C(C=C2)[N+](=O)[O-])C([C@@H]1[C@@H](C)O)=O (4-nitrobenzyl (5R,6S)-2-(7-t-butyldimethylsilyloxymethylimidazo[5,1-b]thiazol-3-yl)-6-((1R)-1-hydroxyethyl)-1-carbapen-2-em-3-carboxylate), C(C)(=O)O (acetic acid), solution, [F-].C(CCC)[N+](CCCC)(CCCC)CCCC (tetra-n-butylammonium fluoride), C(O)([O-])=O.[Na+] (sodium hydrogen carbonate). Solvent: C1CCOC1 (THF), C1CCOC1 (THF). Run at time 2.5 hour. The product is O[C@H](C)[C@@H]1[C@@H]2N(C(=C(C2)C=2N3C(SC2)=C(N=C3)CO)C(=O)OCC3=CC=C(C=C3)[N+](=O)[O-])C1=O (4-nitrobenzyl (5R,6S)-6-((1R)-1-hydroxyethyl)-2-(7-hydroxymethylimidazo[5,1-b]thiazol-3-yl)-1-carbapen-2-em-3-carboxylate). Yield: 47.2%. As a reaction SMILES: [Si]([O:8][CH2:9][C:10]1[N:11]=[CH:12][N:13]2[C:17]([C:18]3[CH2:19][C@@H:20]4[C@@H:37]([C@H:38]([OH:40])[CH3:39])[C:36](=[O:41])[N:21]4[C:22]=3[C:23]([O:25][CH2:26][C:27]3[CH:32]=[CH:31][C:30]([N+:33]([O-:35])=[O:34])=[CH:29][CH:28]=3)=[O:24])=[CH:16][S:15][C:14]=12)(C(C)(C)C)(C)C.C(O)(=O)C.[F-].C([N+](CCCC)(CCCC)CCCC)CCC.C(=O)([O-])O.[Na+]>C1COCC1>[OH:40][C@@H:38]([C@H:37]1[C:36](=[O:41])[N:21]2[C:22]([C:23]([O:25][CH2:26][C:27]3[CH:28]=[CH:29][C:30]([N+:33]([O-:35])=[O:34])=[CH:31][CH:32]=3)=[O:24])=[C:18]([C:17]3[N:13]4[CH:12]=[N:11][C:10]([CH2:9][OH:8])=[C:14]4[S:15][CH:16]=3)[CH2:19][C@H:20]12)[CH3:39] |f:2.3,4.5|. Procedure details: To a solution of 848.8 mg of 848.8 mg of 4-nitrobenzyl (5R,6S)-2-(7-t-butyldimethylsilyloxymethylimidazo[5,1-b]thiazol-3-yl)-6-((1R)-1-hydroxyethyl)-1-carbapen-2-em-3-carboxylate in 20 ml of THF was added 1.22 ml of acetic acid and 7.1 ml of a 1 M solution of tetra-n-butylammonium fluoride in THF, and the mixture was stirred at room temperature for 2.5 hours. After neutralizing the mixture with a saturated aqueous sodium hydrogen carbonate solution, it was extracted two times with ethyl acetate,... Reactants: FC(C(C(F)(F)Cl)(CC(F)F)F)(F)F (2-trifluoromethyl-1-chloro-1,1,2,4,4-pentafluorobutane), FC(=C)F (1,1-difluoroethylene). Product: FC(C(C(F)(F)F)(CC(F)F)F)(F)F (2-trifluoromethyl-1,1,1,2,4,4-hexafluorobutane). As a reaction SMILES: [F:1][C:2]([F:14])([F:13])[C:3]([F:12])([CH2:8][CH:9]([F:11])[F:10])[C:4](Cl)([F:6])[F:5].[F:15]C(F)=C>>[F:1][C:2]([F:14])([F:13])[C:3]([F:12])([CH2:8][CH:9]([F:11])[F:10])[C:4]([F:15])([F:6])[F:5]. Procedure details: As another example, 2-trifluoromethyl-1-chloro-1,1,2,4,4-pentafluorobutane may be prepared by reacting commercially available 1,1-difluoroethylene according to the procedure of George L. Fleming et al., supra, to form a product which may then be hydrogenated to form 2-trifluoromethyl-1,1,1,2,4,4-hexafluorobutane which may then be chlorinated to form 2-trifluoromethyl-1-chloro-1,1,2,4,4-pentafluorobutane. Reactants: C(C)(C)N(CC)C(C)C (Diisopropylethylamine), C=1C=CC2=C(C1)N=NN2O (HOBT), NC=1C=NC=CC1 (3-aminopyridine), C(CCl)Cl (EDC), BrC=1C(=CC(=C(C(=O)O)C1)OCC1=CC=CC=C1)CN1CCOCC1 (5-bromo-4-(4-morpholinylmethyl)-2-[(phenylmethyl)oxy]benzoic acid). Run in CN(C=O)C (N,N-dimethylformamide). Yields the product BrC=1C(=CC(=C(C(=O)NC=2C=NC=CC2)C1)OCC1=CC=CC=C1)CN1CCOCC1 (5-Bromo-4-(4-morpholinylmethyl)-2-[(phenylmethyl)oxy]-N-3-pyridinylbenzamide). RXN SMILES: C(N(C(C)C)CC)(C)C.C1C=CC2N(O)N=NC=2C=1.[NH2:20][C:21]1[CH:22]=[N:23][CH:24]=[CH:25][CH:26]=1.C(Cl)CCl.[Br:31][C:32]1[C:33]([CH2:49][N:50]2[CH2:55][CH2:54][O:53][CH2:52][CH2:51]2)=[CH:34][C:35]([O:41][CH2:42][C:43]2[CH:48]=[CH:47][CH:46]=[CH:45][CH:44]=2)=[C:36]([CH:40]=1)[C:37](O)=[O:38]>CN(C)C=O>[Br:31][C:32]1[C:33]([CH2:49][N:50]2[CH2:51][CH2:52][O:53][CH2:54][CH2:55]2)=[CH:34][C:35]([O:41][CH2:42][C:43]2[CH:44]=[CH:45][CH:46]=[CH:47][CH:48]=2)=[C:36]([CH:40]=1)[C:37]([NH:20][C:21]1[CH:22]=[N:23][CH:24]=[CH:25][CH:26]=1)=[O:38]. Procedure details: Diisopropylethylamine (72.2 μl, 0.414 mmol), HOBT (38.0 mg, 0.248 mmol), 3-aminopyridine (29.2 mg, 0.310 mmol) and EDC (79 mg, 0.414 mmol) To a solution of 5-bromo-4-(4-morpholinylmethyl)-2-[(phenylmethyl)oxy]benzoic acid (may be prepared as described in Description 7; 84 mg, 0.207 mmol) in N,N-dimethylformamide was added. The reaction was stirred over the weekend, then the solvent was removed in vacuo. Purification by MDAP gave the title compound as a white solid. 30 mg. Starting materials: C(#N)[BH3-].[Na+] (sodium cyanoborohydride), C(C)(=O)O (acetic acid), NC[C@H](O)C=1C=CC(=C(C1)NS(=O)(=O)C)O (N-{5-[(1R)-2-amino-1-hydroxyethyl]-2-hydroxyphenyl}methanesulfonamide), COC(CC1=CC=C(C=C1)NC1CCN(CC1)C1=CC=C(C=C1)S(=O)(=O)N1CCCCC1)OC (N-[4-(2,2-Dimethoxyethyl)phenyl]-1-[4-(1-piperidinylsulfonyl)phenyl]-4-piperidinamine), [I-].[Na+] (sodium iodide), Cl[Si](C)(Cl)Cl (trichloro(methyl)silane). Yields the product OC1=C(C=C(C=C1)[C@H](CNCCC1=CC=C(C=C1)NC1CCN(CC1)C1=CC=C(C=C1)S(=O)(=O)N1CCCCC1)O)NS(=O)(=O)C (N-(2-Hydroxy-5-{(1R)-1-hydroxy-2-[2-(4-{1-[4-(piperidine-1-sulfonyl)-phenyl]-piperidin-4-ylamino}-phenyl)-ethylamino]-ethyl}-phenyl)-methanesulfonamide). The yield is 16.0%. Procedure details: N-[4-(2,2-Dimethoxyethyl)phenyl]-1-[4-(1-piperidinylsulfonyl)phenyl]-4-piperidinamine (0.395 g, 0.81 mmol) was added to a pre-prepared mixture of sodium iodide (0.303 g, 2.02 mmol) and trichloro(methyl)silane (0.191 mL, 1.62 mmol) in anhydrous acetonitrile. The reaction was stirred at ambient temperature for 3 minutes. Dichloromethane was added and the reaction washed with 10% sodium thiosulfate solution, water and brine. The organic layer was dried with anhydrous magnesium sulfate, filtered and... Conditions: time 3 minute. As a reaction SMILES: CO[CH:3](OC)[CH2:4][C:5]1[CH:10]=[CH:9][C:8]([NH:11][CH:12]2[CH2:17][CH2:16][N:15]([C:18]3[CH:23]=[CH:22][C:21]([S:24]([N:27]4[CH2:32][CH2:31][CH2:30][CH2:29][CH2:28]4)(=[O:26])=[O:25])=[CH:20][CH:19]=3)[CH2:14][CH2:13]2)=[CH:7][CH:6]=1.[I-].[Na+].Cl[Si](Cl)(Cl)C.C(O)(=O)C.[NH2:46][CH2:47][C@@H:48]([C:50]1[CH:51]=[CH:52][C:53]([OH:61])=[C:54]([NH:56][S:57]([CH3:60])(=[O:59])=[O:58])[CH:55]=1)[OH:49].C([BH3-])#N.[Na+]>C(#N)C.CO.ClCCl>[OH:61][C:53]1[CH:52]=[CH:51][C:50]([C@@H:48]([OH:49])[CH2:47][NH:46][CH2:3][CH2:4][C:5]2[CH:10]=[CH:9][C:8]([NH:11][CH:12]3[CH2:17][CH2:16][N:15]([C:18]4[CH:23]=[CH:22][C:21]([S:24]([N:27]5[CH2:28][CH2:29][CH2:30][CH2:31][CH2:32]5)(=[O:26])=[O:25])=[CH:20][CH:19]=4)[CH2:14][CH2:13]3)=[CH:7][CH:6]=2)=[CH:55][C:54]=1[NH:56][S:57]([CH3:60])(=[O:59])=[O:58] |f:1.2,6.7|. Solvent: CO (methanol), ClCCl (Dichloromethane), C(C)#N (acetonitrile).